Dataset: the Open Reaction Database (ORD), a public repository of structured organic reaction records. Task: describe an organic reaction: reactants, conditions, products, and yield Reported procedure: The title compound was prepared using standard chemical manipulations and procedures similar to those used for the preparation of compound 5.6, except methyl 2,4-dimethyl-5-(4,4,5,5-tetramethyl-1,3,2-dioxaborolan-2-yl)benzoate (compound 160.1) was used in place of methyl 4-methyl-3-(4,4,5,5-tetramethyl-1,3,2-dioxaborolan-2-yl)benzoate (compound 5.4) and 5-iodo-4-methyl-2-(3-methyloxetan-3-yl)-1H-imidazole (compound 175.2) was used in place of 5-iodo-2,4-dimethyl-1H-imidazole (compound 5.5). m/z ... The reactants are CC=1NC(=C(N1)C)C=1C=C(C(=O)OC)C=CC1C (methyl 3-(2,4-dimethyl-1H-imidazol-5-yl)-4-methylbenzoate), CC1=C(C(=O)OC)C=C(C(=C1)C)B1OC(C(O1)(C)C)(C)C (methyl 2,4-dimethyl-5-(4,4,5,5-tetramethyl-1,3,2-dioxaborolan-2-yl)benzoate), CC1=C(C(=O)OC)C=C(C(=C1)C)B1OC(C(O1)(C)C)(C)C (methyl 2,4-dimethyl-5-(4,4,5,5-tetramethyl-1,3,2-dioxaborolan-2-yl)benzoate), CC1=C(C=C(C(=O)OC)C=C1)B1OC(C(O1)(C)C)(C)C (Methyl 4-methyl-3-(4,4,5,5-tetramethyl-1,3,2-dioxaborolan-2-yl)benzoate), IC1=C(N=C(N1)C)C (5-iodo-2,4-dimethyl-1H-imidazole), IC1=C(N=C(N1)C1(COC1)C)C (5-iodo-4-methyl-2-(3-methyloxetan-3-yl)-1H-imidazole), IC1=C(N=C(N1)C1(COC1)C)C (5-iodo-4-methyl-2-(3-methyloxetan-3-yl)-1H-imidazole). Yields the product CC1=C(C(=O)OC)C=C(C(=C1)C)C1=C(N=C(N1)C1(COC1)C)C (Methyl 2,4-dimethyl-5-(4-methyl-2-(3-methyloxetan-3-yl)-1H-imidazol-5-yl)benzoate). Reaction SMILES: CC1NC(C2C=C(C=CC=2C)C(OC)=O)=C(C)N=1.[CH3:19][C:20]1[CH:29]=[C:28]([CH3:30])[C:27](B2OC(C)(C)C(C)(C)O2)=[CH:26][C:21]=1[C:22]([O:24][CH3:25])=[O:23].CC1C=CC(C(OC)=O)=CC=1B1OC(C)(C)C(C)(C)O1.I[C:61]1[NH:65][C:64]([C:66]2([CH3:70])[CH2:69][O:68][CH2:67]2)=[N:63][C:62]=1[CH3:71].IC1NC(C)=NC=1C>>[CH3:19][C:20]1[CH:29]=[C:28]([CH3:30])[C:27]([C:61]2[NH:65][C:64]([C:66]3([CH3:70])[CH2:69][O:68][CH2:67]3)=[N:63][C:62]=2[CH3:71])=[CH:26][C:21]=1[C:22]([O:24][CH3:25])=[O:23]. Starting materials: C=CC1CN(C(=O)OC(C)(C)C)CCC1CCC(=O)O, CCCCCC, CO, C[Si](C)(C)C=[N+]=[N-]. Product: C=CC1CN(C(=O)OC(C)(C)C)CCC1CCC(=O)OC. RXN SMILES: [C:14]([CH3:15])([CH3:16])([CH3:17])[O:18][C:19](=[O:20])[N:21]1[CH2:22][CH:23]([CH:32]=[CH2:33])[CH:24]([CH2:27][CH2:28][C:29](=[O:30])[OH:31])[CH2:25][CH2:26]1.[CH3:1][CH2:2][CH2:3][CH2:4][CH2:5][CH3:6].[CH3:34][OH:35].[CH3:7][Si:8]([CH:9]=[N+:10]=[N-:11])([CH3:12])[CH3:13]>>[CH3:1][O:31][C:29]([CH2:28][CH2:27][CH:24]1[CH:23]([CH:32]=[CH2:33])[CH2:22][N:21]([C:19]([O:18][C:14]([CH3:15])([CH3:16])[CH3:17])=[O:20])[CH2:26][CH2:25]1)=[O:30]. The reactants are CC(=O)O, Cc1ccccc1C(N)=C1Sc2ccccc2C1=O, OO. The product is Cc1ccccc1C(N)=C1C(=O)c2ccccc2S1=O. Reaction SMILES: [CH3:22][C:23](=[O:24])[OH:25].[NH2:1][C:2](=[C:3]1[C:4](=[O:12])[c:5]2[c:6]([cH:8][cH:9][cH:10][cH:11]2)[S:7]1)[c:13]1[c:14]([CH3:19])[cH:15][cH:16][cH:17][cH:18]1.[OH:20][OH:21]>>[NH2:1][C:2](=[C:3]1[C:4](=[O:12])[c:5]2[c:6]([cH:8][cH:9][cH:10][cH:11]2)[S:7]1=[O:20])[c:13]1[c:14]([CH3:19])[cH:15][cH:16][cH:17][cH:18]1. The product is CC1Cc2c([nH]c3ccc(O)cc23)CN1. RXN SMILES: [CH2:1]([c:2]1[cH:3][cH:4][cH:5][cH:6][cH:7]1)[O:8][c:9]1[cH:10][c:11]2[c:12]3[c:17]([nH:18][c:19]2[cH:20][cH:21]1)[CH2:16][NH:15][CH:14]([CH3:22])[CH2:13]3.[CH3:25][CH2:26][OH:27].[H:23][H:24]>>[OH:8][c:9]1[cH:10][c:11]2[c:12]3[c:17]([nH:18][c:19]2[cH:20][cH:21]1)[CH2:16][NH:15][CH:14]([CH3:22])[CH2:13]3. The reactants are CC1Cc2c([nH]c3ccc(OCc4ccccc4)cc23)CN1, CCO, [H][H]. Starting materials: CNC(N)=O, CN(C)C=O, CCOC(C)=O, Cc1nnnn1-c1ccc(C(CC2CCCC2)C(=O)O)cc1Cl, O=C(Cl)C(=O)Cl, Cl, Fc1ccccc1, c1ccncc1. Yields the product CNC(=O)NC(=O)C(CC1CCCC1)c1ccc(-n2nnnc2C)c(Cl)c1. RXN SMILES: [CH3:30][NH:31][C:32](=[O:33])[NH2:34].[CH3:49][N:50]([CH3:51])[CH:52]=[O:53].[CH3:54][CH2:55][O:56][C:57](=[O:58])[CH3:59].[Cl:1][c:2]1[cH:3][c:4]([CH:14]([C:15](=[O:16])[OH:17])[CH2:18][CH:19]2[CH2:20][CH2:21][CH2:22][CH2:23]2)[cH:5][cH:6][c:7]1-[n:8]1[n:9][n:10][n:11][c:12]1[CH3:13].[Cl:24][C:25]([C:26]([Cl:27])=[O:28])=[O:29].[ClH:41].[F:42][c:43]1[cH:44][cH:45][cH:46][cH:47][cH:48]1.[cH:35]1[cH:36][cH:37][n:38][cH:39][cH:40]1>>[Cl:1][c:2]1[cH:3][c:4]([CH:14]([C:15](=[O:16])[NH:34][C:32]([NH:31][CH3:30])=[O:33])[CH2:18][CH:19]2[CH2:20][CH2:21][CH2:22][CH2:23]2)[cH:5][cH:6][c:7]1-[n:8]1[n:9][n:10][n:11][c:12]1[CH3:13]. Reactants: C(C)OC(C(CC1=CC=CC2=CC=CC=C12)C#N)=O (2-cyano-3-(1-naphthyl)propionic acid ethyl ester), Cl (hydrochloric acid). The reagents and catalysts are [Pt]=O (platinum oxide). Run in C(C)O (ethanol). Product: Cl.C(C)OC(C(CN)CC1=CC=CC2=CC=CC=C12)=O (3-amino-2-(1-naphthylmethyl)propionic acid ethyl ester hydrochloride). As a reaction SMILES: [CH2:1]([O:3][C:4](=[O:19])[CH:5]([C:17]#[N:18])[CH2:6][C:7]1[C:16]2[C:11](=[CH:12][CH:13]=[CH:14][CH:15]=2)[CH:10]=[CH:9][CH:8]=1)[CH3:2].[ClH:20]>C(O)C.[Pt]=O>[ClH:20].[CH2:1]([O:3][C:4](=[O:19])[CH:5]([CH2:6][C:7]1[C:16]2[C:11](=[CH:12][CH:13]=[CH:14][CH:15]=2)[CH:10]=[CH:9][CH:8]=1)[CH2:17][NH2:18])[CH3:2] |f:4.5|. Reported procedure: A solution of 6.22 g of 2-cyano-3-(1-naphthyl)propionic acid ethyl ester and 50 ml of a 2N-hydrochloric acid in 300 ml of ethanol was hydrogenated over 600 mg of platinum oxide under atmospheric pressure. After filtration of the catalyst, the filtrate was concentrated under reduced pressure, and water was added to the residue. The mixture was washed with diethyl ether to remove neutral materials. The aqueous layer was neutralized by adding sodium bicarbonate, and then extracted with ethyl acetat... Reactants: C(C)(C)(C)OC(=O)N1C(CCC1)C=1NC(=CN1)C1=CC=C(C=C1)B1OC(C(O1)(C)C)(C)C (2-{5-[4-(4,4,5,5-Tetramethyl-[1,3,2]dioxaborolan-2-yl)-phenyl]-1H-imidazol-2-yl}-pyrrolidine-1-carboxylic acid tert-butyl ester), C(C)(C)(C)OC(=O)N1C(CCC1)C(=O)O (Pyrrolidine-1,2-dicarboxylic acid 1-tert-butyl ester). Yields the product C(C)(C)(C)OC(=O)N1C2CCC(C1C=1NC(=CN1)C1=CC=C(C=C1)B1OC(C(O1)(C)C)(C)C)C2 (3-{5-[4-(4,4,5,5-Tetramethyl-[1,3,2]dioxaborolan-2-yl)-phenyl]-1H-imidazol-2-yl}-2-aza-bicyclo[2.2.1]heptane-2-carboxylic acid tert-butyl ester). Reaction SMILES: [C:1]([O:5][C:6]([N:8]1[CH2:12][CH2:11][CH2:10][CH:9]1[C:13]1[NH:14][C:15]([C:18]2[CH:23]=[CH:22][C:21]([B:24]3[O:28][C:27]([CH3:30])([CH3:29])[C:26]([CH3:32])([CH3:31])[O:25]3)=[CH:20][CH:19]=2)=[CH:16][N:17]=1)=[O:7])([CH3:4])([CH3:3])[CH3:2].[C:33](OC(N1CCCC1C(O)=O)=O)(C)(C)[CH3:34]>>[C:1]([O:5][C:6]([N:8]1[CH:9]([C:13]2[NH:14][C:15]([C:18]3[CH:23]=[CH:22][C:21]([B:24]4[O:25][C:26]([CH3:32])([CH3:31])[C:27]([CH3:30])([CH3:29])[O:28]4)=[CH:20][CH:19]=3)=[CH:16][N:17]=2)[CH:10]2[CH2:11][CH:12]1[CH2:33][CH2:34]2)=[O:7])([CH3:4])([CH3:2])[CH3:3]. Procedure details: 3-{5-[4-(4,4,5,5-Tetramethyl-[1,3,2]dioxaborolan-2-yl)-phenyl]-1H-imidazol-2-yl}-2-aza-bicyclo[2.2.1]heptane-2-carboxylic acid tert-butyl ester was prepared following the procedure for 2-{5-[4-(4,4,5,5-Tetramethyl-[1,3,2]dioxaborolan-2-yl)-phenyl]-1H-imidazol-2-yl}-pyrrolidine-1-carboxylic acid tert-butyl ester, substituting 2-Aza-bicyclo[2.2.1]heptane-2,3-dicarboxylic acid 2-tert-butyl ester for Pyrrolidine-1,2-dicarboxylic acid 1-tert-butyl ester. LCMS-ESI+: calc'd for C26H36BN3O4: 465.28 (M+)...